From a dataset of the Open Reaction Database (ORD), a public repository of structured organic reaction records. describe an organic reaction: reactants, conditions, products, and yield Reactants: OC[C@H](CC(C)C)N ((1S)-1-(Hydroxymethyl)-3-methylbutylamine), (1S) -1-(chloromethyl)-3-methylbutanammonium chloride, C(#N)C1=CC(=C(C=C1)N=C=S)C(F)(F)F (4-Cyano-2-(trifluoromethyl)phenyl isothiocyanate), (1S)-1-(chloromethyl)-3-methylbutanammonium chloride, COC([C@@H](N)CC(C)C)=O ((L)-leucine methyl ester), OCCN (2-hydroxyethylamine). Yields the product C(#N)C1=CC(=C(C=C1)N=C1SC[C@@H](N1)CC(C)C)C(F)(F)F ((4S)-2-(4-cyano-2-(trifluoromethyl)phenylimino)-4-isobutyl-1,3-thiazolidine). RXN SMILES: O[CH2:2][C@@H:3]([NH2:8])[CH2:4][CH:5]([CH3:7])[CH3:6].COC(=O)[C@H](CC(C)C)N.OCCN.[C:23]([C:25]1[CH:30]=[CH:29][C:28]([N:31]=[C:32]=[S:33])=[C:27]([C:34]([F:37])([F:36])[F:35])[CH:26]=1)#[N:24]>>[C:23]([C:25]1[CH:30]=[CH:29][C:28]([N:31]=[C:32]2[NH:8][C@@H:3]([CH2:4][CH:5]([CH3:7])[CH3:6])[CH2:2][S:33]2)=[C:27]([C:34]([F:35])([F:36])[F:37])[CH:26]=1)#[N:24]. Procedure details: (1S)-1-(Hydroxymethyl)-3-methylbutylamine was made from (L)-leucine methyl ester as described in Method B1b. The 2-hydroxyethylamine was converted to (1S) -1-(chloromethyl)-3-methylbutanammonium chloride as described in Method B7a. 4-Cyano-2-(trifluoromethyl)phenyl isothiocyanate was reacted with (1S)-1-(chloromethyl)-3-methylbutanammonium chloride according to Method C1c to give (4S)-2-(4-cyano-2-(trifluoromethyl)phenylimino)-4-isobutyl-1,3-thiazolidine. The thiazolidine was reacted with isobut... Starting materials: Cn1cc(Br)nc(Nc2ccc3c(c2)CCN(C(=O)OC(C)(C)C)C3)c1=O, Cl, C1COCCO1. Yields the product Cn1cc(Br)nc(Nc2ccc3c(c2)CCNC3)c1=O. As a reaction SMILES: [Br:1][c:2]1[cH:3][n:4]([CH3:27])[c:5](=[O:26])[c:6]([NH:8][c:9]2[cH:10][c:11]3[c:16]([cH:17][cH:18]2)[CH2:15][N:14]([C:19]([O:20][C:21]([CH3:22])([CH3:23])[CH3:24])=[O:25])[CH2:13][CH2:12]3)[n:7]1.[ClH:28].[O:29]1[CH2:30][CH2:31][O:32][CH2:33][CH2:34]1>>[Br:1][c:2]1[cH:3][n:4]([CH3:27])[c:5](=[O:26])[c:6]([NH:8][c:9]2[cH:10][c:11]3[c:16]([cH:17][cH:18]2)[CH2:15][NH:14][CH2:13][CH2:12]3)[n:7]1. As a reaction SMILES: [CH3:20][CH2:21][OH:22].[ClH:18].[Fe:19].[N+:1]([O-:2])(=[O:3])[c:4]1[cH:5][c:6]([NH:7][C:8]([CH2:9][CH2:10][CH2:11][CH3:12])=[O:13])[cH:14][cH:15][cH:16]1.[OH2:17]>>[NH2:1][c:4]1[cH:5][c:6]([NH:7][C:8]([CH2:9][CH2:10][CH2:11][CH3:12])=[O:13])[cH:14][cH:15][cH:16]1. Product: CCCCC(=O)Nc1cccc(N)c1. The reactants are CCO, Cl, [Fe], CCCCC(=O)Nc1cccc([N+](=O)[O-])c1, O. The reactants are C1CCOC1, Cc1cc(F)ccc1-c1nc(S(C)(=O)=O)nc2c1ccc(=O)n2-c1ccccc1F, NCC(F)(F)F. Yields the product Cc1cc(F)ccc1-c1nc(NCC(F)(F)F)nc2c1ccc(=O)n2-c1ccccc1F. Reaction SMILES: [CH2:37]1[O:38][CH2:39][CH2:40][CH2:41]1.[F:1][c:2]1[cH:3][c:4]([CH3:30])[c:5](-[c:8]2[c:9]3[c:10]([n:11][c:12]([S:14]([CH3:15])(=[O:16])=[O:17])[n:13]2)[n:18](-[c:23]2[c:24]([F:29])[cH:25][cH:26][cH:27][cH:28]2)[c:19](=[O:22])[cH:20][cH:21]3)[cH:6][cH:7]1.[F:31][C:32]([CH2:33][NH2:34])([F:35])[F:36]>>[F:1][c:2]1[cH:3][c:4]([CH3:30])[c:5](-[c:8]2[c:9]3[c:10]([n:11][c:12]([NH:34][CH2:33][C:32]([F:31])([F:35])[F:36])[n:13]2)[n:18](-[c:23]2[c:24]([F:29])[cH:25][cH:26][cH:27][cH:28]2)[c:19](=[O:22])[cH:20][cH:21]3)[cH:6][cH:7]1. The reactants are [N+](=O)([O-])C1=CC=CC=2C(C3=C(C=CC=C3C(C12)=O)[N+](=O)[O-])=O (1,5-dinitroanthraquinone), [N+](=O)([O-])C1=CC=CC=2C(C3=CC=CC(=C3C(C12)=O)[N+](=O)[O-])=O (1,8-dinitroanthraquinone), [N+](=O)([O-])C1=CC=CC=2C(C3=CC=CC=C3C(C12)=O)=O (1-nitroanthraquinone), dinitroanthraquinones, aqueous solution, [OH-].[Na+] (sodium hydroxide), [H][H] (hydrogen), [N+](=O)([O-])C1=CC=CC=2C(C3=CC=CC=C3C(C12)=O)=O (1-nitroanthraquinone), C1(O)=CC=C(O)C=C1 (hydroquinone). Reagents/catalysts: [C].[Pd] (palladium-carbon). Conditions: temperature 30 celsius, time 3 hour. The product is NC1=CC=CC=2C(C3=CC=CC=C3C(C12)=O)=O (1-aminoanthraquinone). The yield is 95.3%. As a reaction SMILES: [N+:1]([C:4]1[C:17]2[C:16](=[O:18])[C:15]3[C:10](=[CH:11][CH:12]=[CH:13][CH:14]=3)[C:9](=[O:19])[C:8]=2[CH:7]=[CH:6][CH:5]=1)([O-])=O.[N+](C1C2C(=O)C3C(=C([N+]([O-])=O)C=CC=3)C(=O)C=2C=CC=1)([O-])=O.[N+](C1C2C(=O)C3C(=CC=CC=3[N+]([O-])=O)C(=O)C=2C=CC=1)([O-])=O.[OH-].[Na+].[H][H].C1(C=CC(O)=CC=1)O>[C].[Pd]>[NH2:1][C:4]1[C:17]2[C:16](=[O:18])[C:15]3[C:10](=[CH:11][CH:12]=[CH:13][CH:14]=3)[C:9](=[O:19])[C:8]=2[CH:7]=[CH:6][CH:5]=1 |f:3.4,7.8|. Reported procedure: A 500 ml. electromagnetically stirred flask was charged with 5.0 g of crude 1-nitroanthraquinone having a purity of 97% and containing 2% of 1,5-dinitroanthraquinone and 1% of 1,8-dinitroanthraquinone as impurities (0.0l92 mole of 1-nitroanthraquinone, and 0.005 mole of all the dinitroanthraquinones), 100 g (0.1 mole) of a 4% aqueous solution of sodium hydroxide and 0.1 g of 5% palladium-carbon. The inside of the flask was purged with hydrogen, and at a reaction temperature of 30° C., they were ... Starting materials: CC=1NC(=C(C(C1C1=NC(=NO1)CN(C)CC1=CC=CC=C1)C1=CC(=CC=C1)[N+](=O)[O-])C(=O)OC)C (methyl 1,4-dihydro-2,6-dimetyl-3-[3-(N-benzyl-N-methylamino)methyl-1,2,4-oxadiazol-5-yl]-4-(3-nitrophenyl)pyridine-5-carboxylate), [H-].[Na+] (sodium hydride), ice water, CI (methyl iodide). Run in CN(C)C=O (DMF). Reaction conditions: time 10 minute. The product is C(C1=CC=CC=C1)N(C)CC1=NOC(=N1)C1=C(N(C(=C(C1C1=CC(=CC=C1)[N+](=O)[O-])C(=O)OC)C)C)C (methyl 1,4-dihydro-3-[3-(N-benzyl-N-methylamino)methyl-1,2,4-oxadiazol-5-yl]-1,2,6-trimethyl-4-(3-nitrophenyl)pyridine-5-carboxylate). Isolated yield 73.9%. RXN SMILES: [CH3:1][C:2]1[NH:3][C:4]([CH3:36])=[C:5]([C:32]([O:34][CH3:35])=[O:33])[CH:6]([C:23]2[CH:28]=[CH:27][CH:26]=[C:25]([N+:29]([O-:31])=[O:30])[CH:24]=2)[C:7]=1[C:8]1[O:12][N:11]=[C:10]([CH2:13][N:14]([CH2:16][C:17]2[CH:22]=[CH:21][CH:20]=[CH:19][CH:18]=2)[CH3:15])[N:9]=1.[H-].[Na+].[CH3:39]I>CN(C=O)C>[CH2:16]([N:14]([CH2:13][C:10]1[N:9]=[C:8]([C:7]2[CH:6]([C:23]3[CH:28]=[CH:27][CH:26]=[C:25]([N+:29]([O-:31])=[O:30])[CH:24]=3)[C:5]([C:32]([O:34][CH3:35])=[O:33])=[C:4]([CH3:36])[N:3]([CH3:39])[C:2]=2[CH3:1])[O:12][N:11]=1)[CH3:15])[C:17]1[CH:22]=[CH:21][CH:20]=[CH:19][CH:18]=1 |f:1.2|. Procedure details: To a stirred solution of 250 mg of methyl 1,4-dihydro-2,6-dimetyl-3-[3-(N-benzyl-N-methylamino)methyl-1,2,4-oxadiazol-5-yl]-4-(3-nitrophenyl)pyridine-5-carboxylate in 5 ml of dry DMF was added 24 mg of 60% sodium hydride with ice-cooling. After the mixture was stirred for 10 minutes, there was added 76 mg of methyl iodide. The reaction mixture was allowed to stand at room temperature for 6 hours, diluted by addition of ice-water and then extracted with ethyl acetate. The extracts were washed wit... Reactants: COCCOC, [O-][n+]1nc(Cl)nc2cc3c(cc21)CCC3, NCCN1CCCCC1. Yields the product [O-][n+]1nc(NCCN2CCCCC2)nc2cc3c(cc21)CCC3. RXN SMILES: [CH3:25][O:26][CH2:27][CH2:28][O:29][CH3:30].[Cl:10][c:11]1[n:12][n+:13]([O-:24])[c:14]2[c:15]([n:16]1)[cH:17][c:18]1[c:22]([cH:23]2)[CH2:21][CH2:20][CH2:19]1.[N:1]1([CH2:7][CH2:8][NH2:9])[CH2:2][CH2:3][CH2:4][CH2:5][CH2:6]1>>[N:1]1([CH2:7][CH2:8][NH:9][c:11]2[n:12][n+:13]([O-:24])[c:14]3[c:15]([n:16]2)[cH:17][c:18]2[c:22]([cH:23]3)[CH2:21][CH2:20][CH2:19]2)[CH2:2][CH2:3][CH2:4][CH2:5][CH2:6]1. Starting materials: [BH4-].[Na+] (sodium borohydride), C(=O)C1=CC(=C(S1)C#N)C (5-formyl-3-methylthiophene-2-carbonitrile). Run in C(C)O (ethanol). Conditions: time 5 minute. The product is OCC1=CC(=C(S1)C#N)C (5-Hydroxymethyl-3-methylthiophene-2-carbonitrile). RXN SMILES: [BH4-].[Na+].[CH:3]([C:5]1[S:9][C:8]([C:10]#[N:11])=[C:7]([CH3:12])[CH:6]=1)=[O:4]>C(O)C>[OH:4][CH2:3][C:5]1[S:9][C:8]([C:10]#[N:11])=[C:7]([CH3:12])[CH:6]=1 |f:0.1|. Reported procedure: 5.75 g (152 mmol) of sodium borohydride were added portionwise at room temperature to a solution of 23 g (152 mmol) of 5-formyl-3-methylthiophene-2-carbonitrile in 300 ml of absolute ethanol. The reaction mixture was stirred for 5 minutes, concentrated under a water pump vacuum, taken up in ethyl acetate and extracted with 5% strength citric acid solution and with saturated sodium chloride solution, the organic phase was dried over magnesium sulfate, the desiccant was filtered off, and the solve...